This data is from the Open Reaction Database (ORD), a public repository of structured organic reaction records. The task is: describe an organic reaction: reactants, conditions, products, and yield Starting materials: C(C)N(C1=CC=CC=C1)CC (N,N-diethylaniline), ClC1=CC=C(C=C1)C=1N(N=C2C1N=CN=C2O)C2=C(C=CC=C2)Cl (3-(4-chlorophenyl)-2-(2-chlorophenyl)-2H-pyrazolo[4,3-d]pyrimidin-7-ol), O=P(Cl)(Cl)Cl (POCl3). The solvent is ClCCCl (1,2-dichloroethane). Product: ClC=1C=2C(N=CN1)=C(N(N2)C2=C(C=CC=C2)Cl)C2=CC=C(C=C2)Cl (7-chloro-3-(4-chlorophenyl)-2-(2-chlorophenyl)-2H-pyrazolo[4,3-d]pyrimidine). The yield is 76.0%. Reaction SMILES: [Cl:1][C:2]1[CH:7]=[CH:6][C:5]([C:8]2[N:9]([C:18]3[CH:23]=[CH:22][CH:21]=[CH:20][C:19]=3[Cl:24])[N:10]=[C:11]3[C:16](O)=[N:15][CH:14]=[N:13][C:12]=23)=[CH:4][CH:3]=1.C(N(CC)C1C=CC=CC=1)C.O=P(Cl)(Cl)[Cl:38]>ClCCCl>[Cl:38][C:16]1[C:11]2[C:12](=[C:8]([C:5]3[CH:6]=[CH:7][C:2]([Cl:1])=[CH:3][CH:4]=3)[N:9]([C:18]3[CH:23]=[CH:22][CH:21]=[CH:20][C:19]=3[Cl:24])[N:10]=2)[N:13]=[CH:14][N:15]=1. Procedure details: To a suspension of 3-(4-chlorophenyl)-2-(2-chlorophenyl)-2H-pyrazolo[4,3-d]pyrimidin-7-ol I-2A-1 b (17.55 g, 49.1 mmol) in 1,2-dichloroethane (109 ml) was added N,N-diethylaniline (32.8 ml, 206.22 mmol) followed by POCl3 (70 ml, 0.7 M). The reaction mixture was heated to reflux under nitrogen for 3 hours, and cooled to room temperature. The solvent was removed under reduced pressure. Excess POCl3 was removed by co-evaporation with toluene three times. The residue was dissolved in methylene chlor... The reactants are O=C1CCC(=O)N1Br, CC#N, Clc1cc2ccccc2c(Cl)n1, O=S(=O)(O)O. The product is Clc1cc2c(Br)cccc2c(Cl)n1. Reaction SMILES: [Br:18][N:19]1[C:20](=[O:21])[CH2:22][CH2:23][C:24]1=[O:25].[CH3:26][C:27]#[N:28].[Cl:1][c:2]1[n:3][c:4]([Cl:12])[cH:5][c:6]2[cH:7][cH:8][cH:9][cH:10][c:11]12.[S:13](=[O:14])(=[O:15])([OH:16])[OH:17]>>[Cl:1][c:2]1[n:3][c:4]([Cl:12])[cH:5][c:6]2[c:7]([Br:18])[cH:8][cH:9][cH:10][c:11]12. Reactants: COCOc1cccc(NC(=O)OC(C)(C)C)c1I, C=CCBr, CCOC(C)=O, CCCCCC, [H-], [Na+], CN(C)C=O. The product is C=CCN(C(=O)OC(C)(C)C)c1cccc(OCOC)c1I. Reaction SMILES: [C:1]([CH3:2])([CH3:3])([CH3:4])[O:5][C:6](=[O:7])[NH:8][c:9]1[c:10]([I:19])[c:11]([O:15][CH2:16][O:17][CH3:18])[cH:12][cH:13][cH:14]1.[CH2:22]([CH:23]=[CH2:24])[Br:25].[CH3:26][CH2:27][O:28][C:29]([CH3:30])=[O:31].[CH3:32][CH2:33][CH2:34][CH2:35][CH2:36][CH3:37].[H-:21].[Na+:20].[O:38]=[CH:39][N:40]([CH3:41])[CH3:42]>>[C:1]([CH3:2])([CH3:3])([CH3:4])[O:5][C:6](=[O:7])[N:8]([c:9]1[c:10]([I:19])[c:11]([O:15][CH2:16][O:17][CH3:18])[cH:12][cH:13][cH:14]1)[CH2:24][CH:23]=[CH2:22]. The reactants are C(=O)NC=1SC=C(N1)C(C(=O)NC1[C@@H]2N(C(=CCS2)C(=O)O)C1=O)=NOCC=1N=C(SC1)C (7-[2-(2-formamidothiazol-4-yl)-2-(2-methylthiazol-4-ylmethoxyimino)acetamido]-3-cephem-4-carboxylic acid), Cl (hydrochloric acid). Solvent: CO (methanol). Run at time 6.5 hour. Product: Cl.NC=1SC=C(N1)C(C(=O)NC1[C@@H]2N(C(=CCS2)C(=O)O)C1=O)=NOCC=1N=C(SC1)C (7-[2-(2-aminothiazol-4-yl)-2-(2-methylthiazol-4-ylmethoxyimino)acetamido]-3-cephem-4-carboxylic acid hydrochloride). Isolated yield 96.7%. RXN SMILES: C([NH:3][C:4]1[S:5][CH:6]=[C:7]([C:9](=[N:25][O:26][CH2:27][C:28]2[N:29]=[C:30]([CH3:33])[S:31][CH:32]=2)[C:10]([NH:12][CH:13]2[C:23](=[O:24])[N:15]3[C:16]([C:20]([OH:22])=[O:21])=[CH:17][CH2:18][S:19][C@H:14]23)=[O:11])[N:8]=1)=O.[ClH:34]>CO>[ClH:34].[NH2:3][C:4]1[S:5][CH:6]=[C:7]([C:9](=[N:25][O:26][CH2:27][C:28]2[N:29]=[C:30]([CH3:33])[S:31][CH:32]=2)[C:10]([NH:12][CH:13]2[C:23](=[O:24])[N:15]3[C:16]([C:20]([OH:22])=[O:21])=[CH:17][CH2:18][S:19][C@H:14]23)=[O:11])[N:8]=1 |f:3.4|. Procedure: A mixture of 7-[2-(2-formamidothiazol-4-yl)-2-(2-methylthiazol-4-ylmethoxyimino)acetamido]-3-cephem-4-carboxylic acid (syn isomer, 240 mg.) and conc. hydrochloric acid (71 mg.) in methanol (2.5 ml.) was stirred at room temperature for 6.5 hours. After removing the solvent from the resultant solution in vacuo, the residue was triturated with diisopropyl ether. The precipitates were collected by filtration and washed with diisopropyl ether to give colorless crystals of 7-[2-(2-aminothiazol-4-yl)-2... The reactants are CCOC(=O)c1cc2ccncc2[nH]1, CCO, [Na+], [OH-]. Yields the product O=C(O)c1cc2ccncc2[nH]1. Reaction SMILES: [CH2:1]([CH3:2])[O:3][C:4](=[O:5])[c:6]1[cH:7][c:8]2[c:9]([cH:10][n:11][cH:12][cH:13]2)[nH:14]1.[CH3:17][CH2:18][OH:19].[Na+:16].[OH-:15]>>[O:3]=[C:4]([OH:5])[c:6]1[cH:7][c:8]2[c:9]([cH:10][n:11][cH:12][cH:13]2)[nH:14]1. Starting materials: BrC=1C2=C(C=3CN(C(C3C1)=O)C1=C(C=CC=C1)F)C=CC=C2 (5-bromo-2-(2-fluorophenyl)-1,2-dihydro-3H-benzo[e]isoindol-3-one), IC (iodomethane), C(C)(C)NC(C)C (diisopropylamine), C(CCC)[Li] (n-butyllithium), [Cl-].[NH4+] (ammonium chloride). The solvent is O1CCCC1 (tetrahydrofuran), O1CCCC1 (tetrahydrofuran). Conditions: temperature -78 celsius, time 30 minute. Yields the product BrC=1C2=C(C=3C(N(C(C3C1)=O)C1=C(C=CC=C1)F)C)C=CC=C2 (5-bromo-2-(2-fluorophenyl)-1-methyl-1,2-dihydro-3H-benzo[e]isoindol-3-one). RXN SMILES: [CH:1](NC(C)C)(C)C.C([Li])CCC.[Br:13][C:14]1[C:15]2[CH:34]=[CH:33][CH:32]=[CH:31][C:16]=2[C:17]2[CH2:18][N:19]([C:24]3[CH:29]=[CH:28][CH:27]=[CH:26][C:25]=3[F:30])[C:20](=[O:23])[C:21]=2[CH:22]=1.IC.[Cl-].[NH4+]>O1CCCC1>[Br:13][C:14]1[C:15]2[CH:34]=[CH:33][CH:32]=[CH:31][C:16]=2[C:17]2[CH:18]([CH3:1])[N:19]([C:24]3[CH:29]=[CH:28][CH:27]=[CH:26][C:25]=3[F:30])[C:20](=[O:23])[C:21]=2[CH:22]=1 |f:4.5|. Reported procedure: To a solution of diisopropylamine (0.30 mL, 2.1 mmol) in 1 mL of tetrahydrofuran cooled to 0° C. was added n-butyllithium (2.5 M tetrahydrofuran solution, 0.93 mL, 2.3 mmol) dropwise. After 30 min, the mixture was added to a −78° C. solution of 5-bromo-2-(2-fluorophenyl)-1,2-dihydro-3H-benzo[e]isoindol-3-one (0.150 g, 0.421 mmol) in 2 mL of tetrahydrofuran. After stirring for 30 min at −78° C., iodomethane (0.026 mL, 0.42 mmol) was added dropwise and after an additional 1 hr, the mixture was war... Starting materials: C12C(C3CC(CC(C1)C3)C2)N2NC(C2=O)(C)C (2-(Adamantan-2-yl)-4,4-dimethyl-1,2-diazetidin-3-one), FC1=C(CBr)C=CC=C1 (2-fluorobenzyl bromide). The product is FC1=C(CN2N(C(C2(C)C)=O)C2C3CC4CC(CC2C4)C3)C=CC=C1 (1-(2-fluorobenzyl)-4,4-dimethyl-2-(adamantan-2-yl)-1,2-diazetidin-3-one). Reaction SMILES: [CH:1]12[CH2:10][CH:5]3[CH2:6][CH:7]([CH2:9][CH:3]([CH2:4]3)[CH:2]1[N:11]1[C:14](=[O:15])[C:13]([CH3:17])([CH3:16])[NH:12]1)[CH2:8]2.[F:18][C:19]1[CH:26]=[CH:25][CH:24]=[CH:23][C:20]=1[CH2:21]Br>>[F:18][C:19]1[CH:26]=[CH:25][CH:24]=[CH:23][C:20]=1[CH2:21][N:12]1[C:13]([CH3:17])([CH3:16])[C:14](=[O:15])[N:11]1[CH:2]1[CH:3]2[CH2:4][CH:5]3[CH2:6][CH:7]([CH2:8][CH:1]1[CH2:10]3)[CH2:9]2. Procedure details: 2-(Adamantan-2-yl)-4,4-dimethyl-1,2-diazetidin-3-one and 2-fluorobenzyl bromide were used for a similar reaction and treatment as Process 6 of Example 1, and the title compound was obtained as a white crystalline powder.